From a dataset of the Open Reaction Database (ORD), a public repository of structured organic reaction records. describe an organic reaction: reactants, conditions, products, and yield The reactants are C(C)OC([C@H](CC1=CC=C(C=C1)OCCCBr)OC)=O ((2S)-3-[4-(3-bromo-propoxy)-phenyl]-2-methoxy-propionic acid ethyl ester), C(C)(C)C1=C(C=CC=C1)O (2-isopropyl-phenol), CO[C@H](C(=O)O)CC1=CC=C(C=C1)OCCCOC1=CC=CC=C1 ((2S)-2-methoxy-3-[4-(3-phenoxy-propoxy)-phenyl]-propionic acid). Yields the product C(C)(C)C1=C(OCCCOC2=CC=C(C=C2)C[C@@H](C(=O)O)OC)C=CC=C1 ((2S)-3-{4-[3-(2-isopropyl-phenoxy)-propoxy]-phenyl}-2-methoxy-propionic acid). Reaction SMILES: C([O:3][C:4](=[O:20])[C@@H:5]([O:18][CH3:19])[CH2:6][C:7]1[CH:12]=[CH:11][C:10]([O:13][CH2:14][CH2:15][CH2:16]Br)=[CH:9][CH:8]=1)C.[CH:21]([C:24]1[CH:29]=[CH:28][CH:27]=[CH:26][C:25]=1[OH:30])([CH3:23])[CH3:22].CO[C@@H](CC1C=CC(OCCCOC2C=CC=CC=2)=CC=1)C(O)=O>>[CH:21]([C:24]1[CH:29]=[CH:28][CH:27]=[CH:26][C:25]=1[O:30][CH2:16][CH2:15][CH2:14][O:13][C:10]1[CH:9]=[CH:8][C:7]([CH2:6][C@H:5]([O:18][CH3:19])[C:4]([OH:3])=[O:20])=[CH:12][CH:11]=1)([CH3:23])[CH3:22]. Reported procedure: The title compound was prepared from (2S)-3-[4-(3-bromo-propoxy)-phenyl]-2-methoxy-propionic acid ethyl ester (example 284, Step 2) and 2-isopropyl-phenol via the same procedure used for the preparation of (2S)-2-methoxy-3-[4-(3-phenoxy-propoxy)-phenyl]-propionic acid (example 285, Step 1), to produce a colorless oil. MS (ES) for C22H28O5 [M+NH4]+: 390.4. The reactants are B, O=CNc1ccc(Br)cc1, C1CCOC1, CO, CSC, O. Product: CNc1ccc(Br)cc1. Reaction SMILES: [BH3:4].[Br:5][c:6]1[cH:7][cH:8][c:9]([NH:12][CH:13]=[O:14])[cH:10][cH:11]1.[CH2:17]1[O:18][CH2:19][CH2:20][CH2:21]1.[CH3:15][OH:16].[CH3:1][S:2][CH3:3].[OH2:22]>>[Br:5][c:6]1[cH:7][cH:8][c:9]([NH:12][CH3:13])[cH:10][cH:11]1. The reactants are FC1=C(C=CC(=C1)F)[C@@]12N=C(S[C@@H]([C@@H]1C[C@@H](OC2)COC(C)C)C)NC(C2=CC=CC=C2)=O (N-{(4R,4aR,6R,8aS)-8a-(2,4-Difluorophenyl)-4-methyl-6-[(propan-2-yloxy)methyl]-4,4a,5,6,8,8a-hexahydropyrano[3,4-d][1,3]thiazin-2-yl}benzamide), FC1=C(C=CC(=C1)F)[C@@]12N=C(S[C@@H]([C@@H]1C[C@@H](OC2)COC)C)NC(C2=CC=CC=C2)=O (N-[(4R,4aR,6R,8aS)-8a-(2,4-difluorophenyl)-6-(methoxymethyl)-4-methyl-4,4a,5,6,8,8a-hexahydropyrano[3,4-d][1,3]thiazin-2-yl]benzamide), FC1=C(C=CC(=C1)F)[C@@]12N=C(S[C@@H]([C@@H]1C[C@@H](OC2)COC)C)N ((4R,4aR,6R,8aS)-8a-(2,4-difluorophenyl)-6-(methoxymethyl)-4-methyl-4,4a,5,6,8,8a-hexahydropyrano[3,4-d][1,3]thiazin-2-amine). Product: FC1=C(C=CC(=C1)F)[C@@]12N=C(S[C@@H]([C@@H]1C[C@@H](OC2)COC(C)C)C)N ((4R,4aR,6R,8aS)-8a-(2,4-difluorophenyl)-4-methyl-6-[(propan-2-yloxy)methyl]-4,4a,5,6,8,8a-hexahydropyrano[3,4-d][1,3]thiazin-2-amine). RXN SMILES: [F:1][C:2]1[CH:7]=[C:6]([F:8])[CH:5]=[CH:4][C:3]=1[C@:9]12[CH2:18][O:17][C@@H:16]([CH2:19][O:20][CH:21]([CH3:23])[CH3:22])[CH2:15][C@H:14]1[C@@H:13]([CH3:24])[S:12][C:11]([NH:25]C(=O)C1C=CC=CC=1)=[N:10]2.FC1C=C(F)C=CC=1[C@]12CO[C@@H](COC)C[C@H]1[C@@H](C)SC(NC(=O)C1C=CC=CC=1)=N2.FC1C=C(F)C=CC=1[C@]12CO[C@@H](COC)C[C@H]1[C@@H](C)SC(N)=N2>>[F:1][C:2]1[CH:7]=[C:6]([F:8])[CH:5]=[CH:4][C:3]=1[C@:9]12[CH2:18][O:17][C@@H:16]([CH2:19][O:20][CH:21]([CH3:22])[CH3:23])[CH2:15][C@H:14]1[C@@H:13]([CH3:24])[S:12][C:11]([NH2:25])=[N:10]2. Reported procedure: N-{(4R,4aR,6R,8aS)-8a-(2,4-Difluorophenyl)-4-methyl-6-[(propan-2-yloxy)methyl]-4,4a,5,6,8,8a-hexahydropyrano[3,4-d][1,3]thiazin-2-yl}benzamide (C27) was deprotected using the method described for conversion of N-[(4R,4aR,6R,8aS)-8a-(2,4-difluorophenyl)-6-(methoxymethyl)-4-methyl-4,4a,5,6,8,8a-hexahydropyrano[3,4-d][1,3]thiazin-2-yl]benzamide (C20) to (4R,4aR,6R,8aS)-8a-(2,4-difluorophenyl)-6-(methoxymethyl)-4-methyl-4,4a,5,6,8,8a-hexahydropyrano[3,4-d][1,3]thiazin-2-amine (2) in Example 2. The p... Starting materials: ClC=1C=C(C=CC1Cl)O (3,4-dichlorophenol), C[O-].[Na+] (sodium methoxide), [I-].[K+] (potassium iodide), BrC(C(=O)OC)C1=CC=C(C=C1)OC1=CC=C(C=C1)Cl (methyl α-bromo-α-[p-(p-chlorophenoxy)phenyl]acetate). Solvent: O (water), CO (methanol), C1=CC=CC=C1 (benzene). Product: ClC=1C=C(OC(C(=O)OC)C2=CC=C(C=C2)OC2=CC=C(C=C2)Cl)C=CC1Cl (Methyl α-(3,4-dichlorophenoxy)-α-[p-(p-chlorophenoxy)phenyl]acetate). RXN SMILES: [Cl:1][C:2]1[CH:3]=[C:4]([OH:9])[CH:5]=[CH:6][C:7]=1[Cl:8].C[O-].[Na+].[I-].[K+].Br[CH:16]([C:21]1[CH:26]=[CH:25][C:24]([O:27][C:28]2[CH:33]=[CH:32][C:31]([Cl:34])=[CH:30][CH:29]=2)=[CH:23][CH:22]=1)[C:17]([O:19][CH3:20])=[O:18]>CO.C1C=CC=CC=1.O>[Cl:1][C:2]1[CH:3]=[C:4]([CH:5]=[CH:6][C:7]=1[Cl:8])[O:9][CH:16]([C:21]1[CH:26]=[CH:25][C:24]([O:27][C:28]2[CH:29]=[CH:30][C:31]([Cl:34])=[CH:32][CH:33]=2)=[CH:23][CH:22]=1)[C:17]([O:19][CH3:20])=[O:18] |f:1.2,3.4|. Reported procedure: To a solution of 4.08 g of 3,4-dichlorophenol, 1.188 g of sodium methoxide, and 50 mg of potassium iodide in 40 ml of methanol is added 7.11 g of methyl α-bromo-α-[p-(p-chlorophenoxy)phenyl]acetate in 10 ml of benzene. The mixture is maintained at reflux overnight and then poured into 100 ml of water. The product is extracted with ether and the extracts are washed with 5% NaOH, water and brine and dried (MgSO4). Evaporation of the solvent yields an oil which is chromatographed on 100 g of silica...